Dataset: the Open Reaction Database (ORD), a public repository of structured organic reaction records. Task: describe an organic reaction: reactants, conditions, products, and yield Starting materials: C[O-].[Na+] (sodium methoxide), C1CCOC1 (THF), ClC=1N=C(C2=C(C(=NC(=N2)Cl)N2CCCCC2)N1)N1CCCCC1 (2,6-Di chloro-4,8-dipiperidinopyrimidopyrimidine), C1CCOC1 (THF), O (water). Product: COC=1N=C(C2=C(C(=NC(=N2)OC)N2CCCCC2)N1)N1CCCCC1 (2,6-Dimethoxy-4,8-dipiperidinopyrimidopyrimidine). Yield: 46.0%. RXN SMILES: Cl[C:2]1[N:3]=[C:4]([N:19]2[CH2:24][CH2:23][CH2:22][CH2:21][CH2:20]2)[C:5]2[N:10]=[C:9](Cl)[N:8]=[C:7]([N:12]3[CH2:17][CH2:16][CH2:15][CH2:14][CH2:13]3)[C:6]=2[N:18]=1.[CH3:25][O-:26].[Na+].O.C1[CH2:33][O:32]CC1>>[CH3:25][O:26][C:2]1[N:3]=[C:4]([N:19]2[CH2:24][CH2:23][CH2:22][CH2:21][CH2:20]2)[C:5]2[N:10]=[C:9]([O:32][CH3:33])[N:8]=[C:7]([N:12]3[CH2:17][CH2:16][CH2:15][CH2:14][CH2:13]3)[C:6]=2[N:18]=1 |f:1.2|. Procedure: 2,6-Di chloro-4,8-dipiperidinopyrimidopyrimidine (0.184 g, 0.5 mmol) was dissolved in dry THF (15 ml), then added to freshly prepared sodium methoxide (4.1 ml, 1.22M, 5 mmol) in dry THF (5 ml) under a N2 atmosphere, and the mixture heated under reflux for 20 hours. After cooling to room temperature water (20 ml) was added and the product extracted into ethyl acetate (4×20 ml). The organic layers were combined, dried (MgSO4), filtered and the solvent removed in vacuo. Recrystallisation from metha... Starting materials: C[Re](=O)(=O)=O, ClCCl, FC(F)(F)c1ccc(-c2ccncc2)cc1, OO. Product: [O-][n+]1ccc(-c2ccc(C(F)(F)F)cc2)cc1. RXN SMILES: [CH3:19][Re:20](=[O:21])(=[O:22])=[O:23].[Cl:24][CH2:25][Cl:26].[F:1][C:2]([c:3]1[cH:4][cH:5][c:6](-[c:9]2[cH:10][cH:11][n:12][cH:13][cH:14]2)[cH:7][cH:8]1)([F:15])[F:16].[OH:17][OH:18]>>[F:1][C:2]([c:3]1[cH:4][cH:5][c:6](-[c:9]2[cH:10][cH:11][n+:12]([O-:17])[cH:13][cH:14]2)[cH:7][cH:8]1)([F:15])[F:16]. Reactants: N#Cc1ccc2c(c1)CC(NS(=O)(=O)c1ccccc1)CN2Cc1ccccc1, C[N+](C)(C)Cc1ccccc1, CC(=O)O, O=I(=O)Cl, O=I(=O)Cl, O=I(=O)Cl, O=I(=O)Cl. Product: N#Cc1cc(Cl)c2c(c1)CC(NS(=O)(=O)c1ccccc1)CN2Cc1ccccc1. As a reaction SMILES: [CH2:1]([c:2]1[cH:3][cH:4][cH:5][cH:6][cH:7]1)[N:8]1[CH2:9][CH:10]([NH:20][S:21](=[O:22])(=[O:23])[c:24]2[cH:25][cH:26][cH:27][cH:28][cH:29]2)[CH2:11][c:12]2[cH:13][c:14]([C:18]#[N:19])[cH:15][cH:16][c:17]21.[CH2:46]([N+:47]([CH3:48])([CH3:49])[CH3:50])[c:51]1[cH:52][cH:53][cH:54][cH:55][cH:56]1.[CH3:57][C:58](=[O:59])[OH:60].[I:30](=[O:31])(=[O:32])[Cl:33].[I:34]([Cl:35])(=[O:36])=[O:37].[I:38]([Cl:39])(=[O:40])=[O:41].[I:42]([Cl:43])(=[O:44])=[O:45]>>[CH2:1]([c:2]1[cH:3][cH:4][cH:5][cH:6][cH:7]1)[N:8]1[CH2:9][CH:10]([NH:20][S:21](=[O:22])(=[O:23])[c:24]2[cH:25][cH:26][cH:27][cH:28][cH:29]2)[CH2:11][c:12]2[cH:13][c:14]([C:18]#[N:19])[cH:15][c:16]([Cl:33])[c:17]21. The reactants are O=C([O-])[O-], CCC(C)=O, CN(C)C=O, Cc1ccc2nc(C)c(C(=O)NNC(=O)CCl)n2c1, [K+], [K+]. Yields the product Cc1ccc2nc(C)c(C3=NNC(=O)CO3)n2c1. As a reaction SMILES: [C:20](=[O:21])([O-:22])[O-:23].[CH2:26]([C:27]([CH3:28])=[O:29])[CH3:30].[CH3:31][N:32]([CH3:33])[CH:34]=[O:35].[Cl:1][CH2:2][C:3](=[O:4])[NH:5][NH:6][C:7](=[O:8])[c:9]1[c:10]([CH3:19])[n:11][c:12]2[n:13]1[cH:14][c:15]([CH3:18])[cH:16][cH:17]2.[K+:24].[K+:25]>>[CH2:2]1[C:3](=[O:4])[NH:5][N:6]=[C:7]([c:9]2[c:10]([CH3:19])[n:11][c:12]3[n:13]2[cH:14][c:15]([CH3:18])[cH:16][cH:17]3)[O:8]1. Reactants: C(C)(=O)OCC1=CC=C(C=C1)C=1NC(=C(N1)C(=O)NC=1SC=CN1)C1=CC=C(C=C1)Cl (2-(4-acetoxymethylphenyl)-5-(4-chlorophenyl)-N-(2-thiazolyl)imidazole-4-carboxamide), [OH-].[Na+] (sodium hydroxide). Product: ClC1=CC=C(C=C1)C1=C(N=C(N1)C1=CC=C(C=C1)CO)C(=O)NC=1SC=CN1 (5-(4-chlorophenyl)-2-(4-hydroxymethylphenyl)-N-(2-thiazolyl)-imidazole-4-carboxamide). As a reaction SMILES: C([O:4][CH2:5][C:6]1[CH:11]=[CH:10][C:9]([C:12]2[NH:13][C:14]([C:25]3[CH:30]=[CH:29][C:28]([Cl:31])=[CH:27][CH:26]=3)=[C:15]([C:17]([NH:19][C:20]3[S:21][CH:22]=[CH:23][N:24]=3)=[O:18])[N:16]=2)=[CH:8][CH:7]=1)(=O)C.[OH-].[Na+]>>[Cl:31][C:28]1[CH:27]=[CH:26][C:25]([C:14]2[NH:13][C:12]([C:9]3[CH:8]=[CH:7][C:6]([CH2:5][OH:4])=[CH:11][CH:10]=3)=[N:16][C:15]=2[C:17]([NH:19][C:20]2[S:21][CH:22]=[CH:23][N:24]=2)=[O:18])=[CH:30][CH:29]=1 |f:1.2|. Reported procedure: 2-(4-Acetoxymethylphenyl)-5-(4-chlorophenyl)-N-(2-thiazolyl)imidazole-4-carboxamide obtained in Example 222 is hydrolyzed with aqueous sodium hydroxide solution to give the objective 5-(4-chlorophenyl)-2-(4-hydroxymethylphenyl)-N-(2-thiazolyl)-imidazole-4-carboxamide. Starting materials: [OH-].[Na+] (sodium hydroxide), COC(=O)C1=C(C=2N(C=3C=CC=CC3C2O1)C1=CC=CC=C1)OC (3-methoxy-4-phenyl-4H-furo[3,2-b]indole-2-carboxylic acid methyl ester), O (water). Run in CO (methanol). Yields the product COC1=C(OC2=C1N(C=1C=CC=CC21)C2=CC=CC=C2)C(=O)O (3-Methoxy-4-phenyl-4H-furo[3,2-b]indole-2-carboxylic acid). The yield is 45.0%. As a reaction SMILES: C[O:2][C:3]([C:5]1[O:16][C:15]2[C:14]3[CH:13]=[CH:12][CH:11]=[CH:10][C:9]=3[N:8]([C:17]3[CH:22]=[CH:21][CH:20]=[CH:19][CH:18]=3)[C:7]=2[C:6]=1[O:23][CH3:24])=[O:4].[OH-].[Na+].O>CO>[CH3:24][O:23][C:6]1[C:7]2[N:8]([C:17]3[CH:18]=[CH:19][CH:20]=[CH:21][CH:22]=3)[C:9]3[CH:10]=[CH:11][CH:12]=[CH:13][C:14]=3[C:15]=2[O:16][C:5]=1[C:3]([OH:4])=[O:2] |f:1.2|. Procedure: A suspension of 13.5 g (0.042 mole) of 3-methoxy-4-phenyl-4H-furo[3,2-b]indole-2-carboxylic acid methyl ester in 75 ml of methanol was treated with 70.6 ml of 1.0 N aqueous sodium hydroxide. The mixture was stirred at reflux for 17 hours, then added to 1.4 l of water. The insoluble material was filtered, added to 1.0 l of water, and acidified with acetic acid while cooling in an ice bath. The crude acid product was recovered by filtration. The original filtrate from the reaction mixture and 1.4 ... Reactants: FC1=NC=CC=C1C1=CC(CC1)=O (3-(2-fluoropyridin-3-yl)cyclopent-2-enone), [B-].[Na+] (sodium borohydrate), [Cl-].[Ce+3].[Cl-].[Cl-] (Cerium (III) chloride). Run in O1CCCC1 (Tetrahydrofuran), CO (Methanol). Conditions: time 30 minute. The product is FC1=NC=CC=C1C1=CC(CC1)O (3-(2-fluoropyridin-3-yl)cyclopent-2-enol). Reaction SMILES: [F:1][C:2]1[C:7]([C:8]2[CH2:12][CH2:11][C:10](=[O:13])[CH:9]=2)=[CH:6][CH:5]=[CH:4][N:3]=1.[Cl-].[Ce+3].[Cl-].[Cl-].[B-].[Na+]>O1CCCC1.CO>[F:1][C:2]1[C:7]([C:8]2[CH2:12][CH2:11][CH:10]([OH:13])[CH:9]=2)=[CH:6][CH:5]=[CH:4][N:3]=1 |f:1.2.3.4,5.6|. Reported procedure: A solution of 3-(2-fluoropyridin-3-yl)cyclopent-2-enone (1582 mg, 8.93 mmol) in Tetrahydrofuran (20 mL) and Methanol (20 mL) was cooled to 0° C. under nitrogen. Cerium (III) chloride (2201 mg, 8.93 mmol) was added, followed by sodium borohydrate (676 mg, 17.86 mmol) in 4 lots, over 15 min. After 30 min, the reaction was quenched with saturated ammonium chloride solution (20 mL—effervescence!), and partitioned between dichloromethane (100 mL) and saturated ammonium chloride solution (30 mL). The ... The reactants are Br.NC=1C=C(CN2C3=C(N([C@H]4[C@@H](C2=O)CCC4)C(CN4C(C=2C(C4=O)=CC=CC2)=O)=O)C=CC=C3)C=CC1 ((3aR*,10aS*)-9-(3-aminobenzyl)-4-(phthalimidoacetyl)-2,3,3a,4,9,10a-hexahydrobenzo[b]cyclopenta[e][1,4]diazepin-10(1H)-one hydrobromide), C(C1=CC=CC=C1)(=O)Cl (benzoyl chloride). Solvent: C(C)OCC (diethyl ether). Yields the product C(C1=CC=CC=C1)(=O)NC=1C=C(CN2C3=C(N([C@H]4[C@@H](C2=O)CCC4)C(CN4C(C=2C(C4=O)=CC=CC2)=O)=O)C=CC=C3)C=CC1 ((3aR*,10aS*)-9-(3-Benzamidobenzyl)-4-(phthalimidoacetyl)-2,3,3a,4,9,10a-hexahydrobenzo[b]cyclopenta[e]-[1,4]diazepin-10(1H)-one). Yield: 56.0%. Reaction SMILES: Br.[NH2:2][C:3]1[CH:4]=[C:5]([CH:36]=[CH:37][CH:38]=1)[CH2:6][N:7]1[C:13](=[O:14])[C@H:12]2[CH2:15][CH2:16][CH2:17][C@H:11]2[N:10]([C:18](=[O:31])[CH2:19][N:20]2[C:24](=[O:25])[C:23]3=[CH:26][CH:27]=[CH:28][CH:29]=[C:22]3[C:21]2=[O:30])[C:9]2[CH:32]=[CH:33][CH:34]=[CH:35][C:8]1=2.[C:39](Cl)(=[O:46])[C:40]1[CH:45]=[CH:44][CH:43]=[CH:42][CH:41]=1>C(OCC)C>[C:39]([NH:2][C:3]1[CH:4]=[C:5]([CH:36]=[CH:37][CH:38]=1)[CH2:6][N:7]1[C:13](=[O:14])[C@H:12]2[CH2:15][CH2:16][CH2:17][C@H:11]2[N:10]([C:18](=[O:31])[CH2:19][N:20]2[C:24](=[O:25])[C:23]3=[CH:26][CH:27]=[CH:28][CH:29]=[C:22]3[C:21]2=[O:30])[C:9]2[CH:32]=[CH:33][CH:34]=[CH:35][C:8]1=2)(=[O:46])[C:40]1[CH:45]=[CH:44][CH:43]=[CH:42][CH:41]=1 |f:0.1|. Reported procedure: Using (3aR*,10aS*)-9-(3-aminobenzyl)-4-(phthalimidoacetyl)-2,3,3a,4,9,10a-hexahydrobenzo[b]cyclopenta[e][1,4]diazepin-10(1H)-one hydrobromide and benzoyl chloride, the title compound was synthesized in otherwise the same manner as Example 20. Yield 56%, m.p. 244°-246° C. (diethyl ether). Reactants: CC=1C=CC(=NC1)C=1C=C(C=C(C(=O)OC)C1)C(=O)OC (dimethyl 5-(5-methylpyridin-2-yl)isophthalate), [BH4-].[Na+] (sodium tetrahydroborate), [NH4+].[Cl-] (NH4Cl). Solvent: CO (methanol). Run at time 3 hour. Product: OCC=1C=C(C(=O)OC)C=C(C1)C1=NC=C(C=C1)C (Methyl 3-(hydroxymethyl)-5-(5-methylpyridin-2-yl)benzoate). RXN SMILES: [CH3:1][C:2]1[CH:3]=[CH:4][C:5]([C:8]2[CH:9]=[C:10]([C:18](OC)=[O:19])[CH:11]=[C:12]([CH:17]=2)[C:13]([O:15][CH3:16])=[O:14])=[N:6][CH:7]=1.[BH4-].[Na+].[NH4+].[Cl-]>CO>[OH:19][CH2:18][C:10]1[CH:11]=[C:12]([CH:17]=[C:8]([C:5]2[CH:4]=[CH:3][C:2]([CH3:1])=[CH:7][N:6]=2)[CH:9]=1)[C:13]([O:15][CH3:16])=[O:14] |f:1.2,3.4|. Reported procedure: To a stirred solution of dimethyl 5-(5-methylpyridin-2-yl)isophthalate (1.78 g, 5.93 mmol) in methanol (100 mL) was added sodium tetrahydroborate (2.0 g, 0.053 mol) at 0° C. After 3 h, the reaction was treated with sat. aq. NH4Cl and the volatiles were removed in vacuo. The residue was dissloved in water, basified to pH=9 by addition of NaHCO3, and then extracted with CH2Cl2 (70 mL×3). The combined organic layers were dried over anhydrous MgSO4 and concentrated. The residue was purified by flash... Reactants: [BH4-].[Na+] (sodium borohydride), ice water, ClC1=C(C=CC=C1)C=1OC(=C(N1)CCOC1=CC=C(C=C(C(=O)OCC)C#N)C=C1)C (ethyl 4-[2-[2-(2-chlorophenyl)-5-methyl-4-oxazolyl]ethoxy]-α-cyanocinnamate), O1CCOCC1 (dioxane). Run in C(C)O (ethanol). Reaction conditions: time 1 hour. The product is ClC1=C(C=CC=C1)C=1OC(=C(N1)CCOC1=CC=C(C=C1)CC(C(=O)OCC)C#N)C (ethyl 3-[4-[2-[2-(2-chlorophenyl)-5-methyl-4-oxazolyl]ethoxy]phenyl]-2-cyanopropionate). The yield is 99.5%. As a reaction SMILES: [Cl:1][C:2]1[CH:7]=[CH:6][CH:5]=[CH:4][C:3]=1[C:8]1[O:9][C:10]([CH3:31])=[C:11]([CH2:13][CH2:14][O:15][C:16]2[CH:30]=[CH:29][C:19]([CH:20]=[C:21]([C:27]#[N:28])[C:22]([O:24][CH2:25][CH3:26])=[O:23])=[CH:18][CH:17]=2)[N:12]=1.O1CCOCC1.[BH4-].[Na+]>C(O)C>[Cl:1][C:2]1[CH:7]=[CH:6][CH:5]=[CH:4][C:3]=1[C:8]1[O:9][C:10]([CH3:31])=[C:11]([CH2:13][CH2:14][O:15][C:16]2[CH:17]=[CH:18][C:19]([CH2:20][CH:21]([C:27]#[N:28])[C:22]([O:24][CH2:25][CH3:26])=[O:23])=[CH:29][CH:30]=2)[N:12]=1 |f:2.3|. Reported procedure: To a mixture of ethyl 4-[2-[2-(2-chlorophenyl)-5-methyl-4-oxazolyl]ethoxy]-α-cyanocinnamate (2.25 g) and dioxane (30 ml)--ethanol (30 ml) was added sodium borohydride (0.06 g) under ice-cooling. The mixture was stirred for one hour at the same temperature. The reaction mixture was poured into ice-water, which was made acid and subjected to extraction with ethyl acetate. The ethyl acetate layer was washed with water and dried (MgSO4), then the solvent was distilled off under reduced pressure. The...